Dataset: the Open Reaction Database (ORD), a public repository of structured organic reaction records. Task: describe an organic reaction: reactants, conditions, products, and yield Procedure: A solution of 94.15 parts by weight of 4-(trimethylsilyl)-3-butyn-2-ol (II) in 940 parts by volume of benzene and 4.7 parts by volume of quinoline is hydrogenated at a constant pressure of 2 p.s.i. in the presence of 9.4 parts by weight of 5% palladium on barium sulfate until one equivalent of hydrogen is consumed. The catalyst is removed and the solution is washed twice with 100 parts per volume of 5% aqueous hydrochloric acid and then with water. After drying over sodium sulfate, the solvent i... The product is C[Si](\C=C/C(C)O)(C)C (cis-4-(trimethylsilyl)-3-buten-2-ol). The reactants are 94.15, [H][H] (hydrogen), C[Si](C#CC(C)O)(C)C (4-(trimethylsilyl)-3-butyn-2-ol), N1=CC=CC2=CC=CC=C12 (quinoline). Run in C1=CC=CC=C1 (benzene). As a reaction SMILES: [CH3:1][Si:2]([CH3:9])([CH3:8])[C:3]#[C:4][CH:5]([OH:7])[CH3:6].N1C2C(=CC=CC=2)C=CC=1.[H][H]>[Pd].C1C=CC=CC=1>[CH3:1][Si:2]([CH3:9])([CH3:8])/[CH:3]=[CH:4]\[CH:5]([OH:7])[CH3:6]. Reagents/catalysts: [Pd] (palladium on barium sulfate). Starting materials: CC(=O)OC(C)=O, COC(=O)c1ccc(C=O)cc1, [Na+], [OH-], O, Cc1cccc(C)n1. Yields the product COC(=O)c1ccc(C=Cc2cccc(C)n2)cc1. As a reaction SMILES: [CH3:1][C:2]([O:3][C:4](=[O:5])[CH3:6])=[O:7].[CH:16](=[O:17])[c:18]1[cH:19][cH:20][c:21]([C:24](=[O:25])[O:26][CH3:27])[cH:22][cH:23]1.[Na+:29].[OH-:28].[OH2:30].[n:8]1[c:9]([CH3:15])[cH:10][cH:11][cH:12][c:13]1[CH3:14]>>[n:8]1[c:9]([CH:15]=[CH:16][c:18]2[cH:19][cH:20][c:21]([C:24](=[O:25])[O:26][CH3:27])[cH:22][cH:23]2)[cH:10][cH:11][cH:12][c:13]1[CH3:14]. Reactants: ClC=1C=C(C=2N(N1)C=CN2)NC2=NC(=CC=C2)N2C(CCC2)C (6-chloro-N-(6-(2-methylpyrrolidin-1-yl)pyridin-2-yl)imidazo[1,2-b]pyridazin-8-amine), CC1(OB(OC1(C)C)C1=CC=C2CCN(CC2=C1)C(C)=O)C (1-(7-(4,4,5,5-tetramethyl-1,3,2-dioxaborolan-2-yl)-3,4-dihydroisoquinolin-2(1H)-yl)ethanone), CC(C)C1=CC(=C(C(=C1)C(C)C)C2=C(C=CC=C2)P(C3CCCCC3)C4CCCCC4)C(C)C (X-phos), C(=O)([O-])[O-].[Na+].[Na+] (Na2CO3). The reagents and catalysts are C=1C=CC(=CC1)/C=C/C(=O)/C=C/C2=CC=CC=C2.C=1C=CC(=CC1)/C=C/C(=O)/C=C/C2=CC=CC=C2.C=1C=CC(=CC1)/C=C/C(=O)/C=C/C2=CC=CC=C2.[Pd].[Pd] (Pd2(dba)3). The solvent is O1CCOCC1 (dioxane), O (water). Run at temperature 100 celsius, time 9 minute. The product is CC1N(CCC1)C1=CC=CC(=N1)NC=1C=2N(N=C(C1)C1=CC=C3CCN(CC3=C1)C(C)=O)C=CN2 (1-(7-(8-(6-(2-methylpyrrolidin-1-yl)pyridin-2-ylamino)imidazo[1,2-b]pyridazin-6-yl)-3,4-dihydroisoquinolin-2(1H)-yl)ethanone). Yield: 15.8%. Reaction SMILES: Cl[C:2]1[CH:3]=[C:4]([NH:11][C:12]2[CH:17]=[CH:16][CH:15]=[C:14]([N:18]3[CH2:22][CH2:21][CH2:20][CH:19]3[CH3:23])[N:13]=2)[C:5]2[N:6]([CH:8]=[CH:9][N:10]=2)[N:7]=1.CC1(C)C(C)(C)OB([C:32]2[CH:41]=[C:40]3[C:35]([CH2:36][CH2:37][N:38]([C:42](=[O:44])[CH3:43])[CH2:39]3)=[CH:34][CH:33]=2)O1.CC(C1C=C(C(C)C)C(C2C=CC=CC=2P(C2CCCCC2)C2CCCCC2)=C(C(C)C)C=1)C.C([O-])([O-])=O.[Na+].[Na+]>O1CCOCC1.O.C1C=CC(/C=C/C(/C=C/C2C=CC=CC=2)=O)=CC=1.C1C=CC(/C=C/C(/C=C/C2C=CC=CC=2)=O)=CC=1.C1C=CC(/C=C/C(/C=C/C2C=CC=CC=2)=O)=CC=1.[Pd].[Pd]>[CH3:23][CH:19]1[CH2:20][CH2:21][CH2:22][N:18]1[C:14]1[N:13]=[C:12]([NH:11][C:4]2[C:5]3[N:6]([CH:8]=[CH:9][N:10]=3)[N:7]=[C:2]([C:32]3[CH:41]=[C:40]4[C:35]([CH2:36][CH2:37][N:38]([C:42](=[O:44])[CH3:43])[CH2:39]4)=[CH:34][CH:33]=3)[CH:3]=2)[CH:17]=[CH:16][CH:15]=1 |f:3.4.5,8.9.10.11.12|. Procedure details: A mixture of 6-chloro-N-(6-(2-methylpyrrolidin-1-yl)pyridin-2-yl)imidazo[1,2-b]pyridazin-8-amine (90 mg, 0.27 mmol), 1-(7-(4,4,5,5-tetramethyl-1,3,2-dioxaborolan-2-yl)-3,4-dihydroisoquinolin-2(1H)-yl)ethanone (500 mg, crude), Pd2(dba)3 (16 mg, 0.027 mmol), X-phos (26 mg, 0.054 mmol) and Na2CO3 (86 mg, 0.81 mmol) in dioxane (5 mL) and water (5 mL) was heated to 100° C. for 15 h then concentrated in vacuo and purified by prep-HPLC (Gemini 5u C18 150×21.2 mm; inject volume: 3 mL/inj, flow rate: 20 ... Reactants: CN(C)C=O, Cn1c(=O)c2c(cc(N3CCCC(NC(=O)OC(C)(C)C)C3)n2Cc2ccccc2Cl)n(C)c1=O, O, O=P(Cl)(Cl)Cl. Yields the product Cn1c(=O)c2c(c(C=O)c(N3CCCC(NC(=O)OC(C)(C)C)C3)n2Cc2ccccc2Cl)n(C)c1=O. Reaction SMILES: [CH3:42][N:43]([CH:44]=[O:45])[CH3:46].[Cl:6][c:7]1[c:8]([CH2:9][n:10]2[c:11]([N:23]3[CH2:24][CH:25]([NH:29][C:30]([O:31][C:32]([CH3:33])([CH3:34])[CH3:35])=[O:36])[CH2:26][CH2:27][CH2:28]3)[cH:12][c:13]3[n:14]([CH3:22])[c:15](=[O:21])[n:16]([CH3:20])[c:17](=[O:19])[c:18]23)[cH:37][cH:38][cH:39][cH:40]1.[OH2:41].[P:1]([Cl:2])([Cl:3])([Cl:4])=[O:5]>>[Cl:6][c:7]1[c:8]([CH2:9][n:10]2[c:11]([N:23]3[CH2:24][CH:25]([NH:29][C:30]([O:31][C:32]([CH3:33])([CH3:34])[CH3:35])=[O:36])[CH2:26][CH2:27][CH2:28]3)[c:12]([CH:44]=[O:45])[c:13]3[n:14]([CH3:22])[c:15](=[O:21])[n:16]([CH3:20])[c:17](=[O:19])[c:18]23)[cH:37][cH:38][cH:39][cH:40]1.